This data is from the Open Reaction Database (ORD), a public repository of structured organic reaction records. The task is: describe an organic reaction: reactants, conditions, products, and yield Starting materials: C(C)(C)(C)OC(=O)NC(C/C=C/C(=O)O)(C)C ((2E)-5-(tert-butyloxycarbonylamino)-5-methylhex-2-enoic acid), ON1N=NC2=C1N=CC=C2 (1-hydroxy-7-azabenzotriazole), Cl.C(C)N=C=NCCCN(C)C (1-ethyl-3-(3-dimethylaminopropyl)carbodiimide hydrochloride), C(C)(=O)N(NC([C@@H](CC1=CC=CC=C1)N(C([C@@H](CC1=CC2=CC=CC=C2C=C1)NC)=O)C)=O)C ((2R)-N-[(1R)-2-(N'-acetyl-N'-methylhydrazino)-1-benzyl-2-oxoethyl]-N-methyl-2-(methylamino)-3-(2-naphthyl)propionamide), C(C)(C)N(CC)C(C)C (diisopropylethylamine). The solvent is C(Cl)Cl (methylene chloride), C(Cl)Cl (methylene chloride). Reaction conditions: temperature 0 celsius, time 8 hour. Yields the product C(C)(C)(C)OC(NC(C\C=C\C(N(C)[C@H](CC1=CC2=CC=CC=C2C=C1)C(N(C)[C@@H](C(=O)NN(C)C(C)=O)CC1=CC=CC=C1)=O)=O)(C)C)=O (((3E)-4-[N-((1R)-1-(N-[(1R)-2-(N'-acetyl-N'-methylhydrazino)-1-benzyl-2-oxoethyl]-N-methylcarbamoyl)-2-(2-naphthyl)ethyl)-N-methylcarbamoyl]-1,1-dimethylbut-3-enyl)carbamic acid tert-butyl ester). The yield is 62.5%. RXN SMILES: [C:1]([O:5][C:6]([NH:8][C:9]([CH3:17])([CH3:16])[CH2:10]/[CH:11]=[CH:12]/[C:13]([OH:15])=O)=[O:7])([CH3:4])([CH3:3])[CH3:2].ON1C2N=CC=CC=2N=N1.Cl.C(N=C=NCCCN(C)C)C.[C:40]([N:43]([CH3:73])[NH:44][C:45](=[O:72])[C@H:46]([N:54]([CH3:71])[C:55](=[O:70])[C@H:56]([NH:68][CH3:69])[CH2:57][C:58]1[CH:67]=[CH:66][C:65]2[C:60](=[CH:61][CH:62]=[CH:63][CH:64]=2)[CH:59]=1)[CH2:47][C:48]1[CH:53]=[CH:52][CH:51]=[CH:50][CH:49]=1)(=[O:42])[CH3:41].C(N(C(C)C)CC)(C)C>C(Cl)Cl>[C:1]([O:5][C:6](=[O:7])[NH:8][C:9]([CH3:17])([CH3:16])[CH2:10]/[CH:11]=[CH:12]/[C:13](=[O:15])[N:68]([C@@H:56]([C:55](=[O:70])[N:54]([C@H:46]([CH2:47][C:48]1[CH:49]=[CH:50][CH:51]=[CH:52][CH:53]=1)[C:45]([NH:44][N:43]([C:40](=[O:42])[CH3:41])[CH3:73])=[O:72])[CH3:71])[CH2:57][C:58]1[CH:67]=[CH:66][C:65]2[C:60](=[CH:61][CH:62]=[CH:63][CH:64]=2)[CH:59]=1)[CH3:69])([CH3:2])([CH3:3])[CH3:4] |f:2.3|. Reported procedure: To a solution of (2E)-5-(tert-butyloxycarbonylamino)-5-methylhex-2-enoic acid (0.1 g, 0.42 mmol) in methylene chloride (5 ml) was added 1-hydroxy-7-azabenzotriazole (0.06 g, 0.42 mmol) and 1-ethyl-3-(3-dimethylaminopropyl)carbodiimide hydrochloride (0.08 g, 0.42 mmol) and the mixture was cooled to 0° C. Then (2R)-N-[(1R)-2-(N'-acetyl-N'-methylhydrazino)-1-benzyl-2-oxoethyl]-N-methyl-2-(methylamino)-3-(2-naphthyl)propionamide (0.13 g, 0.28 mmol) and diisopropylethylamine (0.062 ml, 0.36 mmol) wer... Reactants: BrCc1ccccc1, C[O-], CO, [Na+], COc1ccc2c(-c3cccc(O)c3)cc(=O)oc2c1. Yields the product COc1ccc2c(-c3cccc(OCc4ccccc4)c3)cc(=O)oc2c1. As a reaction SMILES: [Br:24][CH2:25][c:26]1[cH:27][cH:28][cH:29][cH:30][cH:31]1.[CH3:21][O-:22].[CH3:32][OH:33].[Na+:23].[OH:1][c:2]1[cH:3][c:4](-[c:8]2[cH:9][c:10](=[O:20])[o:11][c:12]3[cH:13][c:14]([O:18][CH3:19])[cH:15][cH:16][c:17]23)[cH:5][cH:6][cH:7]1>>[O:1]([c:2]1[cH:3][c:4](-[c:8]2[cH:9][c:10](=[O:20])[o:11][c:12]3[cH:13][c:14]([O:18][CH3:19])[cH:15][cH:16][c:17]23)[cH:5][cH:6][cH:7]1)[CH2:25][c:26]1[cH:27][cH:28][cH:29][cH:30][cH:31]1. Starting materials: O=C1C2CN(Cc3ccccc3)CC2C(=O)N1c1ccccc1, CCO, CC(C)OC(C)C, Cl, [Na+], [OH-]. Yields the product O=C1C2CNCC2C(=O)N1c1ccccc1. As a reaction SMILES: [CH2:1]([c:2]1[cH:3][cH:4][cH:5][cH:6][cH:7]1)[N:8]1[CH2:9][CH:10]2[CH:11]([CH2:12]1)[C:13](=[O:23])[N:14]([c:17]1[cH:18][cH:19][cH:20][cH:21][cH:22]1)[C:15]2=[O:16].[CH3:27][CH2:28][OH:29].[CH:30]([O:31][CH:32]([CH3:33])[CH3:34])([CH3:35])[CH3:36].[ClH:24].[Na+:26].[OH-:25]>>[NH:8]1[CH2:9][CH:10]2[CH:11]([CH2:12]1)[C:13](=[O:23])[N:14]([c:17]1[cH:18][cH:19][cH:20][cH:21][cH:22]1)[C:15]2=[O:16]. The reactants are FC(COC1C(C1C(=O)O)(C)C)(F)F (3-(2,2,2-trifluoroethoxy)-2,2-dimethylcyclopropanecarboxylic acid), C([O-])([O-])=O.[K+].[K+] (potassium carbonate), FC1=C(C=C(CBr)C=C1)OC1=CC=CC=C1 (4-fluoro-3-phenoxybenzyl bromide). Run in CN(C)C=O (DMF). Run at time 15 hour. The product is FC(COC1C(C1C(=O)OCC1=CC(=C(C=C1)F)OC1=CC=CC=C1)(C)C)(F)F (4-fluoro-3-phenoxybenzyl 3-(2,2,2-trifluoroethoxy)-2,2-dimethylcyclopropanecarboxylate). RXN SMILES: [F:1][C:2]([F:14])([F:13])[CH2:3][O:4][CH:5]1[CH:7]([C:8]([OH:10])=[O:9])[C:6]1([CH3:12])[CH3:11].C(=O)([O-])[O-].[K+].[K+].[F:21][C:22]1[CH:29]=[CH:28][C:25]([CH2:26]Br)=[CH:24][C:23]=1[O:30][C:31]1[CH:36]=[CH:35][CH:34]=[CH:33][CH:32]=1>CN(C=O)C>[F:1][C:2]([F:13])([F:14])[CH2:3][O:4][CH:5]1[CH:7]([C:8]([O:10][CH2:26][C:25]2[CH:28]=[CH:29][C:22]([F:21])=[C:23]([O:30][C:31]3[CH:32]=[CH:33][CH:34]=[CH:35][CH:36]=3)[CH:24]=2)=[O:9])[C:6]1([CH3:11])[CH3:12] |f:1.2.3|. Reported procedure: To 10 ml DMF is added 0.88 g 3-(2,2,2-trifluoroethoxy)-2,2-dimethylcyclopropanecarboxylic acid (4.14 mmol) and 1.146 g potassium carbonate (8.29 mmol), after which is added 1.2 g 4-fluoro-3-phenoxybenzyl bromide. This mixture is stirred under nitrogen for 15 hours. The reaction mixture is extracted with ether and the ether phase is washed with water (3×) and brine, and dried over sodium sulfate. The solvent is then removed to yield 4-fluoro-3-phenoxybenzyl 3-(2,2,2-trifluoroethoxy)-2,2-dimethylc... The reactants are C1(=CC=CC=C1)S (Thiophenol), C([O-])([O-])=O.[K+].[K+] (potassium carbonate), BrCCNC(COC1=NC(=C(N=C1C)C)C)=O (N-(2-bromoethyl)-(3,5,6-trimethylpyrazine-2-yl oxy) acetamide). Run in CN(C=O)C (dimethylformamide). Conditions: time 2 hour. The product is C1(=CC=CC=C1)SCCNC(COC1=NC(=C(N=C1C)C)C)=O (N-(2-phenylthioethyl)-(3,5,6-trimethylpyrazine-2-yl oxy) acetamide). Isolated yield 35.1%. RXN SMILES: [C:1]1([SH:7])[CH:6]=[CH:5][CH:4]=[CH:3][CH:2]=1.C(=O)([O-])[O-].[K+].[K+].Br[CH2:15][CH2:16][NH:17][C:18](=[O:30])[CH2:19][O:20][C:21]1[C:26]([CH3:27])=[N:25][C:24]([CH3:28])=[C:23]([CH3:29])[N:22]=1>CN(C)C=O>[C:1]1([S:7][CH2:15][CH2:16][NH:17][C:18](=[O:30])[CH2:19][O:20][C:21]2[C:26]([CH3:27])=[N:25][C:24]([CH3:28])=[C:23]([CH3:29])[N:22]=2)[CH:6]=[CH:5][CH:4]=[CH:3][CH:2]=1 |f:1.2.3|. Procedure details: Thiophenol (0.60 g, 5.4 mM) and potassium carbonate (0.75 g, 5.4 mM) were added to compound 648 (0.91 g, 3.0 mM) dissolved in dimethylformamide (10 ml) and the mixture was stirred for 2 hours at room temperature. The reaction mixture was concentrated in vacuo, the residue was dissolved in chloroform and washed with dilute aqueous potassium carbonate. The aqueous layer was further extracted with chloroform. The combined organic layer was chromatographed by eluting successively with benzene and be... Reactants: COCCCN1CCOc2ccc(C(OC3CNC(C=C4CCOCC4)CC3c3ccc(OC)cc3)S(=O)(=O)c3ccc(C)cc3)cc21, CCO. Product: COCCCN1CCOc2ccc(C(OC3CNC(CC4CCOCC4)CC3c3ccc(OC)cc3)S(=O)(=O)c3ccc(C)cc3)cc21. Reaction SMILES: [CH3:1][O:2][c:3]1[cH:4][cH:5][c:6]([CH:9]2[CH:10]([O:22][CH:23]([S:24](=[O:25])(=[O:26])[c:27]3[cH:28][cH:29][c:30]([CH3:33])[cH:31][cH:32]3)[c:34]3[cH:35][cH:36][c:37]4[c:38]([cH:48]3)[N:39]([CH2:43][CH2:44][CH2:45][O:46][CH3:47])[CH2:40][CH2:41][O:42]4)[CH2:11][NH:12][CH:13]([CH:15]=[C:16]3[CH2:17][CH2:18][O:19][CH2:20][CH2:21]3)[CH2:14]2)[cH:7][cH:8]1.[CH3:49][CH2:50][OH:51]>>[CH3:1][O:2][c:3]1[cH:4][cH:5][c:6]([CH:9]2[CH:10]([O:22][CH:23]([S:24](=[O:25])(=[O:26])[c:27]3[cH:28][cH:29][c:30]([CH3:33])[cH:31][cH:32]3)[c:34]3[cH:35][cH:36][c:37]4[c:38]([cH:48]3)[N:39]([CH2:43][CH2:44][CH2:45][O:46][CH3:47])[CH2:40][CH2:41][O:42]4)[CH2:11][NH:12][CH:13]([CH2:15][CH:16]3[CH2:17][CH2:18][O:19][CH2:20][CH2:21]3)[CH2:14]2)[cH:7][cH:8]1. The reactants are C(CCC)[Sn](C1=NC=CN=C1)(CCCC)CCCC (2-tributylstannylpyrazine), BrC=1C(=C2C(N=C(O2)C2CC2)=C(C1C)C#N)F (6-Bromo-2-cyclopropyl-7-fluoro-5-methyl-1,3-benzoxazole-4-carbonitrile). The reagents and catalysts are Cl[Pd]([P](C1=CC=CC=C1)(C2=CC=CC=C2)C3=CC=CC=C3)([P](C4=CC=CC=C4)(C5=CC=CC=C5)C6=CC=CC=C6)Cl (bis(triphenylphosphine)palladium(II) dichloride), C(C)(C)(C)C1(CC=CC(=C1O)C(C)(C)C)C (2,6-di-tert-butylcresol). Run in C1(=CC=CC=C1)C (toluene). The product is C1(CC1)C=1OC=2C(N1)=C(C(=C(C2F)C2=NC=CN=C2)C)C#N (2-cyclopropyl-7-fluoro-5-methyl-6-(pyrazin-2-yl)-1,3-benzoxazole-4-carbonitrile). Yield: 79.0%. Reaction SMILES: Br[C:2]1[C:3]([F:17])=[C:4]2[O:8][C:7]([CH:9]3[CH2:11][CH2:10]3)=[N:6][C:5]2=[C:12]([C:15]#[N:16])[C:13]=1[CH3:14].C([Sn](CCCC)(CCCC)[C:23]1[CH:28]=[N:27][CH:26]=[CH:25][N:24]=1)CCC>C1(C)C=CC=CC=1.Cl[Pd](Cl)([P](C1C=CC=CC=1)(C1C=CC=CC=1)C1C=CC=CC=1)[P](C1C=CC=CC=1)(C1C=CC=CC=1)C1C=CC=CC=1.C(C1(C)C(O)=C(C(C)(C)C)C=CC1)(C)(C)C>[CH:9]1([C:7]2[O:8][C:4]3[C:5](=[C:12]([C:15]#[N:16])[C:13]([CH3:14])=[C:2]([C:23]4[CH:28]=[N:27][CH:26]=[CH:25][N:24]=4)[C:3]=3[F:17])[N:6]=2)[CH2:11][CH2:10]1 |^1:46,65|. Reported procedure: 6-Bromo-2-cyclopropyl-7-fluoro-5-methyl-1,3-benzoxazole-4-carbonitrile (I-77) (200 mg, 0.68 mmol) was dissolved in toluene (4 ml), then 2-tributylstannylpyrazine (300 mg, 0.81 mmol) and 2,6-di-tert-butylcresol (2 mg) and bis(triphenylphosphine)palladium(II) dichloride (24 mg, 0.03 mmol) were added, followed by heating under reflux for 15 hours under nitrogen atmosphere. The reaction liquid was cooled, the insoluble matter was separated by filtration through Celite, the solvent was concentrated u... The reactants are C1CCOC1, CCC1(CC(=O)OC)OCC(N)c2c1[nH]c1ccccc21, O. Yields the product CCC1(CC(=O)OC)OCC(O)c2c1[nH]c1ccccc21. RXN SMILES: [CH2:23]1[O:24][CH2:25][CH2:26][CH2:27]1.[CH3:1][O:2][C:3]([CH2:4][C:5]1([CH2:19][CH3:20])[O:6][CH2:7][CH:8]([NH2:18])[c:9]2[c:10]1[nH:11][c:12]1[cH:13][cH:14][cH:15][cH:16][c:17]21)=[O:21].[OH2:22]>>[CH3:1][O:2][C:3]([CH2:4][C:5]1([CH2:19][CH3:20])[O:6][CH2:7][CH:8]([OH:22])[c:9]2[c:10]1[nH:11][c:12]1[cH:13][cH:14][cH:15][cH:16][c:17]21)=[O:21]. The reactants are C(=CC=CC=CC=CC=CC=CCCCCCCCCCC)O (docosahexaenyl alcohol), C(CCCCCCCCCCCCCCCCC)Br (stearyl bromide). Product: BrCCC\C=C/CC=CCC=CCC=CCC=CCC=CCC (Z-1-Bromo-4,7,10,13,16,19-docosahexaene). The yield is 92.0%. Reaction SMILES: [CH:1](O)=[CH:2][CH:3]=[CH:4][CH:5]=[CH:6][CH:7]=[CH:8][CH:9]=[CH:10][CH:11]=[CH:12][CH2:13][CH2:14][CH2:15][CH2:16][CH2:17][CH2:18][CH2:19][CH2:20][CH2:21][CH3:22].C([Br:42])CCCCCCCCCCCCCCCCC>>[Br:42][CH2:22][CH2:21][CH2:20]/[CH:19]=[CH:18]\[CH2:17][CH:16]=[CH:15][CH2:14][CH:13]=[CH:12][CH2:11][CH:10]=[CH:9][CH2:8][CH:7]=[CH:6][CH2:5][CH:4]=[CH:3][CH2:2][CH3:1]. Reported procedure: From docosahexaenyl alcohol 1e (201 mg, 0.64 mmol), using the procedure described above for preparation of 1-bromooctadecane (2a), (all-Z)-1-bromo-4,7,10,13,16,19-docosahexaene (2e) (221 mg, 92%) was obtained as a colourless oil.